Dataset: the Open Reaction Database (ORD), a public repository of structured organic reaction records. Task: describe an organic reaction: reactants, conditions, products, and yield Run in ClCCl (dichloromethane). Conditions: time 8 hour. Reactants: C(C)(C)(C)C1=NOC(=C1)CO ((3-t-butyl-isoxazol-5-yl)methanol), S(=O)(Cl)Cl (thionyl chloride). Yields the product C(C)(C)(C)C1=NOC(=C1)CCl (3-t-butyl-5-(chloromethyl)-isoxazole). Procedure details: 1.12 g of (3-t-butyl-isoxazol-5-yl)methanol was dissolved in 35 ml of dichloromethane, and 2.4 ml of thionyl chloride was added. The mixture was stirred at room temperature overnight. The reaction mixture was concentrated under reduced pressure. The residue was washed with hexane to obtain 1.12 g of 3-t-butyl-5-(chloromethyl)-isoxazole. Reaction SMILES: [C:1]([C:5]1[CH:9]=[C:8]([CH2:10]O)[O:7][N:6]=1)([CH3:4])([CH3:3])[CH3:2].S(Cl)([Cl:14])=O>ClCCl>[C:1]([C:5]1[CH:9]=[C:8]([CH2:10][Cl:14])[O:7][N:6]=1)([CH3:4])([CH3:3])[CH3:2]. Starting materials: FC(C=1C=C(C=CC1)N=C=NC1=C(C=NC=C1)/C=C/C(=O)OC)(F)F (Methyl (2E)-3-{4-[({[3-(trifluoromethyl)phenyl]imino}methylene)amino]pyridin-3-yl}acrylate), FC1=CC=C(C=C1)N1CCNCC1 (4-fluorophenylpiperazine). Product: FC1=CC=C(C=C1)N1CCN(CC1)C=1N(C(C2=C(N1)C=CN=C2)CC(=O)OC)C2=CC(=CC=C2)C(F)(F)F (Methyl {2-[4-(4-fluorophenyl)piperazin-1-yl]-3-[3-(trifluoromethyl)phenyl]-3,4-dihydropyrido[4,3-d]pyrimidin-4-yl}acetate). Reaction SMILES: [F:1][C:2]([F:25])([F:24])[C:3]1[CH:4]=[C:5]([N:9]=[C:10]=[N:11][C:12]2[CH:17]=[CH:16][N:15]=[CH:14][C:13]=2/[CH:18]=[CH:19]/[C:20]([O:22][CH3:23])=[O:21])[CH:6]=[CH:7][CH:8]=1.[F:26][C:27]1[CH:32]=[CH:31][C:30]([N:33]2[CH2:38][CH2:37][NH:36][CH2:35][CH2:34]2)=[CH:29][CH:28]=1>>[F:26][C:27]1[CH:28]=[CH:29][C:30]([N:33]2[CH2:38][CH2:37][N:36]([C:10]3[N:9]([C:5]4[CH:6]=[CH:7][CH:8]=[C:3]([C:2]([F:24])([F:1])[F:25])[CH:4]=4)[CH:18]([CH2:19][C:20]([O:22][CH3:23])=[O:21])[C:13]4[CH:14]=[N:15][CH:16]=[CH:17][C:12]=4[N:11]=3)[CH2:35][CH2:34]2)=[CH:31][CH:32]=1. Procedure details: Starting from 107 mg (0.31 mmol) of the carbodiimide from Example 15A and 56 mg (0.31 mmol) of 4-fluorophenylpiperazine, general procedure [C] and purification by preparative HPLC result in 50 mg (28% of theory) of product. The reactants are C(C1=CC=CC=C1)(=O)Cl (benzoyl chloride), C(C)C1(CC1)C(=O)C=CC1=CC=C(C=C1)C(=O)O (2-(4-Carboxyphenyl)vinyl 1-ethylcyclopropyl ketone), C(C)C1(CC1)C(=O)C=CC1=CC=C(C=C1)C(=O)O (2-(4-Carboxyphenyl)vinyl 1-ethylcyclopropyl ketone), C(C)C1(CC1)C(=O)C=CC1=CC=C(C=C1)C(=O)O (2-(4-Carboxyphenyl)vinyl 1-ethylcyclopropyl ketone), C(C)C1(CC1)C(=O)C=CC1=CC=C(C=C1)C(=O)O (2-(4-Carboxyphenyl)vinyl 1-ethylcyclopropyl ketone), C(C)C1(CC1)C(=O)C=CC1=CC=C(C=C1)C(=O)O (2-(4-Carboxyphenyl)vinyl 1-ethylcyclopropyl ketone), C(C)C1(CC1)C(=O)C=CC1=CC=C(C=C1)C(=O)O (2-(4-Carboxyphenyl)vinyl 1-ethylcyclopropyl ketone), C(C)C1(CC1)C(=O)C=CC1=CC=C(C=C1)C(=O)O (2-(4-Carboxyphenyl)vinyl 1-ethylcyclopropyl ketone), A1, CC(=O)C1CC1 (cyclopropyl methyl ketone), ClC=1C=C(C=O)C=CC1Cl (3,4-dichlorobenzaldehyde), ClC1=C(C=O)C=CC(=C1)Cl (2,4-dichlorobenzaldehyde), BrC1=CC=C(C=O)C=C1 (4-bromobenzaldehyde), FC1=CC=C(C=O)C=C1 (4-fluorobenzaldehyde), OC1=CC=C(C=O)C=C1 (4-hydroxybenzaldehyde), FC(OC1=CC=C(C=O)C=C1)(F)F (4-trifluoromethoxybenzaldehyde), FC(C1=CC=C(C=O)C=C1)(F)F (4-trifluoromethylbenzaldehyde), C1(CC1)C(=O)C=CC1=CC=C(C=C1)O (2-(4-Hydroxyphenyl)vinyl cyclopropyl ketone). Product: C1(CC1)C(=O)C=CC1=CC=C(C=C1)OC(C1=CC=CC=C1)=O (2-(4-benzoyloxyphenyl)vinyl cyclopropyl ketone). As a reaction SMILES: [CH3:1][C:2]([CH:4]1[CH2:6][CH2:5]1)=[O:3].Cl[C:8]1[CH:9]=[C:10]([CH:13]=[CH:14][C:15]=1Cl)[CH:11]=[O:12].Cl[C:18]1[CH:25]=[C:24](Cl)[CH:23]=[CH:22][C:19]=1[CH:20]=O.BrC1C=CC(C=[O:33])=CC=1.FC1C=CC(C=O)=CC=1.OC1C=CC(C=O)=CC=1.FC(F)(F)OC1C=CC(C=O)=CC=1.FC(F)(F)C1C=CC(C=O)=CC=1.C(C1(C(C=CC2C=CC(C(O)=O)=CC=2)=O)CC1)C.C1(C(C=CC2C=CC(O)=CC=2)=O)CC1.C(Cl)(=O)C1C=CC=CC=1>>[CH:4]1([C:2]([CH:1]=[CH:20][C:19]2[CH:22]=[CH:23][C:24]([O:12][C:11](=[O:33])[C:10]3[CH:13]=[CH:14][CH:15]=[CH:8][CH:9]=3)=[CH:25][CH:18]=2)=[O:3])[CH2:6][CH2:5]1. Reported procedure: By following the procedure of Preparation A1 above, cyclopropyl methyl ketone can be caused to react with 3,4-dichlorobenzaldehyde, 2,4-dichlorobenzaldehyde, 4-bromobenzaldehyde, 4-fluorobenzaldehyde, 4-hydroxybenzaldehyde, 4-trifluoromethoxybenzaldehyde or 4-trifluoromethylbenzaldehyde to give, respectively, 2-(3,4-dichlorophenyl)vinyl cyclopropyl ketone [III; Ar is 3,4--Cl2C6H3, R is H], 2-(2,4-dichlorophenyl)vinyl cyclopropyl ketone [III; Ar is 2,4--Cl2C6H3, R is H], 2-(4-bromophenyl)vinyl cy... The reactants are C1CCOC1, CCS(C)(=O)=O, CCOC(C)=O, CC(C)[N-]C(C)C, Cl, [Li+], CON(C)C(=O)C(O)C(Cc1ccccc1)NC(=O)c1cc2cc(Cl)ccc2[nH]1. Yields the product CCS(=O)(=O)CC(=O)C(O)C(Cc1ccccc1)NC(=O)c1cc2cc(Cl)ccc2[nH]1. As a reaction SMILES: [CH2:45]1[O:46][CH2:47][CH2:48][CH2:49]1.[CH3:1][S:2](=[O:3])(=[O:4])[CH2:5][CH3:6].[CH3:50][CH2:51][O:52][C:53](=[O:54])[CH3:55].[CH:7]([N-:8][CH:9]([CH3:10])[CH3:11])([CH3:12])[CH3:13].[ClH:44].[Li+:14].[OH:15][CH:16]([CH:17]([CH2:18][c:19]1[cH:20][cH:21][cH:22][cH:23][cH:24]1)[NH:25][C:26](=[O:27])[c:28]1[nH:29][c:30]2[cH:31][cH:32][c:33]([Cl:37])[cH:34][c:35]2[cH:36]1)[C:38]([N:39]([O:40][CH3:41])[CH3:42])=[O:43]>>[CH2:1]([S:2](=[O:3])(=[O:4])[CH2:5][CH3:6])[C:38]([CH:16]([OH:15])[CH:17]([CH2:18][c:19]1[cH:20][cH:21][cH:22][cH:23][cH:24]1)[NH:25][C:26](=[O:27])[c:28]1[nH:29][c:30]2[cH:31][cH:32][c:33]([Cl:37])[cH:34][c:35]2[cH:36]1)=[O:43]. The reactants are Example 125 ( h ), C1=C(C=CC2=CC=CC=C12)COC1CN(CCC1C=1C=NC(=CC1)CCCC1=CC=CC=C1)C(=O)OC(C)(C)C (tert-butyl (3'RS,4'RS)-3'-(naphthalen-2-ylmethoxy)-6-(3-phenyl-propyl)-3',4',5',6'-tetrahydro-2'H-[3,4']bipyridine-1'-carboxylate). The reagents and catalysts are [Br-].[Zn+2].[Br-] (zinc bromide). The product is C1=C(C=CC2=CC=CC=C12)COC1CNCCC1C=1C=NC(=CC1)CCCC1=CC=CC=C1 ((3'RS,4'RS)-3'-(naphthalen-2-ylmethoxy)-6-(3-phenyl-propyl)-1',2',3',4',5',6'-hexahydro-[3,4']bipyridine). As a reaction SMILES: [CH:1]1[C:10]2[C:5](=[CH:6][CH:7]=[CH:8][CH:9]=2)[CH:4]=[CH:3][C:2]=1[CH2:11][O:12][CH:13]1[CH:18]([C:19]2[CH:20]=[N:21][C:22]([CH2:25][CH2:26][CH2:27][C:28]3[CH:33]=[CH:32][CH:31]=[CH:30][CH:29]=3)=[CH:23][CH:24]=2)[CH2:17][CH2:16][N:15](C(OC(C)(C)C)=O)[CH2:14]1>[Br-].[Zn+2].[Br-]>[CH:1]1[C:10]2[C:5](=[CH:6][CH:7]=[CH:8][CH:9]=2)[CH:4]=[CH:3][C:2]=1[CH2:11][O:12][CH:13]1[CH:18]([C:19]2[CH:20]=[N:21][C:22]([CH2:25][CH2:26][CH2:27][C:28]3[CH:33]=[CH:32][CH:31]=[CH:30][CH:29]=3)=[CH:23][CH:24]=2)[CH2:17][CH2:16][NH:15][CH2:14]1 |f:1.2.3|. Procedure: In an analogous manner to that described in Example 125 (h), from tert-butyl (3'RS,4'RS)-3'-(naphthalen-2-ylmethoxy)-6-(3-phenyl-propyl)-3',4',5',6'-tetrahydro-2'H-[3,4']bipyridine-1'-carboxylate by cleavage of the BOC group by means of anhydrous zinc bromide there was obtained (3'RS,4'RS)-3'-(naphthalen-2-ylmethoxy)-6-(3-phenyl-propyl)-1',2',3',4',5',6'-hexahydro-[3,4']bipyridine in the form of an amorphous, colourless foam; MS: 437 (M+H)+. Starting materials: CCc1cc(SCC=C(c2ccc(Br)cc2)c2ccc(Br)cc2)ccc1OCC(=O)OC, CCO, Cl, [Na+], [OH-]. Yields the product CCc1cc(SCC=C(c2ccc(Br)cc2)c2ccc(Br)cc2)ccc1OCC(=O)O. Reaction SMILES: [CH3:1][O:2][C:3]([CH2:4][O:5][c:6]1[c:7]([CH2:30][CH3:31])[cH:8][c:9]([S:12][CH2:13][CH:14]=[C:15]([c:16]2[cH:17][cH:18][c:19]([Br:22])[cH:20][cH:21]2)[c:23]2[cH:24][cH:25][c:26]([Br:29])[cH:27][cH:28]2)[cH:10][cH:11]1)=[O:32].[CH3:36][CH2:37][OH:38].[ClH:35].[Na+:34].[OH-:33]>>[O:2]=[C:3]([CH2:4][O:5][c:6]1[c:7]([CH2:30][CH3:31])[cH:8][c:9]([S:12][CH2:13][CH:14]=[C:15]([c:16]2[cH:17][cH:18][c:19]([Br:22])[cH:20][cH:21]2)[c:23]2[cH:24][cH:25][c:26]([Br:29])[cH:27][cH:28]2)[cH:10][cH:11]1)[OH:32]. RXN SMILES: [CH2:1]=[CH:2][C@@H:3]1[C@@H:8]2[CH2:9][C@@H:10]([C@H:11]([OH:22])[C:12]3[CH:13]=[CH:14][N:15]=[C:16]4[CH:21]=[CH:20][CH:19]=[CH:18][C:17]=34)[N:5]([CH2:6][CH2:7]2)[CH2:4]1.[OH:23][C:24]([CH:26]([C:28]1[CH:41]=[CH:40][CH:39]=[C:30]([C:31]([C:33]2[CH:38]=[CH:37][CH:36]=[CH:35][CH:34]=2)=[O:32])[CH:29]=1)[CH3:27])=[O:25].C(OCC)(=O)C>CO>[OH:25][C:24]([C@H:26]([C:28]1[CH:41]=[CH:40][CH:39]=[C:30]([C:31]([C:33]2[CH:34]=[CH:35][CH:36]=[CH:37][CH:38]=2)=[O:32])[CH:29]=1)[CH3:27])=[O:23].[CH2:1]=[CH:2][C@@H:3]1[C@@H:8]2[CH2:9][C@@H:10]([C@H:11]([OH:22])[C:12]3[CH:13]=[CH:14][N:15]=[C:16]4[CH:21]=[CH:20][CH:19]=[CH:18][C:17]=34)[N:5]([CH2:6][CH2:7]2)[CH2:4]1 |f:4.5|. Procedure: Cinchonidine (155 g; 0.53 mol) was added to a solution of 115g (0.59 mol) of racemic ketoprofen and 2.8 L of ethyl acetate under vigorous stirring at 50°-60° C. The mixture was diluted with 280 mL of methanol, cooled to 35° C., then seeded with 98% enantiomerically pure S-salt to induce crystallization. After stirring at room temperature for 16 h and 0° C. for 5-6 h, the precipitated diastereomeric salt was filtered under vacuum, washed three times with ethyl acetate and three times with ether, ... Solvent: CO (methanol). The yield is 31.0%. Reactants: C=C[C@H]1CN2CC[C@H]1C[C@H]2[C@@H](C=3C=CN=C4C3C=CC=C4)O (Cinchonidine), 115g, OC(=O)C(C)C1=CC(C(=O)C2=CC=CC=C2)=CC=C1 (racemic ketoprofen), C(C)(=O)OCC (ethyl acetate), S-ketoprofen. The product is OC(=O)[C@@H](C)C1=CC(C(=O)C2=CC=CC=C2)=CC=C1.C=C[C@H]1CN2CC[C@H]1C[C@H]2[C@@H](C=3C=CN=C4C3C=CC=C4)O ((S)-(-)-Ketoprofen cinchonidine). Reaction conditions: temperature 35 celsius. Reactants: CO, [H][H], O=[N+]([O-])c1cc(CO)cc(CO)c1. Yields the product Nc1cc(CO)cc(CO)c1. As a reaction SMILES: [CH3:16][OH:17].[H:14][H:15].[N+:1]([O-:2])(=[O:3])[c:4]1[cH:5][c:6]([CH2:12][OH:13])[cH:7][c:8]([CH2:10][OH:11])[cH:9]1>>[NH2:1][c:4]1[cH:5][c:6]([CH2:12][OH:13])[cH:7][c:8]([CH2:10][OH:11])[cH:9]1. Starting materials: S(=O)(Cl)Cl (thionyl chloride), O (water), FC(C(C(=O)O)(C)O)(F)F (3,3,3-trifluoro-2-hydroxy-2-methyl propanoic acid), FC1=C(C=CC=C1)S(=O)(=O)C1=CC=C(C=C1)N (4-(2-Fluorophenylsulfonyl)benzenamine). Run in CN(C(C)=O)C (N,N-dimethylacetamide), C(Cl)Cl (Methylene chloride). Conditions: time 1 hour. Product: FC1=C(C=CC=C1)S(=O)(=O)C1=CC=C(C=C1)NC(C(C(F)(F)F)(C)O)=O (N-[4-(2-Fluorophenylsulfonyl)phenyl]-3,3,3,-trifluoro-2-hydroxy-2-methyl propanamide). The yield is 81.8%. Reaction SMILES: [F:1][C:2]([F:10])([F:9])[C:3]([OH:8])([CH3:7])[C:4](O)=[O:5].S(Cl)(Cl)=O.[F:15][C:16]1[CH:21]=[CH:20][CH:19]=[CH:18][C:17]=1[S:22]([C:25]1[CH:30]=[CH:29][C:28]([NH2:31])=[CH:27][CH:26]=1)(=[O:24])=[O:23].O>CN(C)C(=O)C.C(Cl)Cl>[F:15][C:16]1[CH:21]=[CH:20][CH:19]=[CH:18][C:17]=1[S:22]([C:25]1[CH:30]=[CH:29][C:28]([NH:31][C:4](=[O:5])[C:3]([OH:8])([CH3:7])[C:2]([F:10])([F:9])[F:1])=[CH:27][CH:26]=1)(=[O:24])=[O:23]. Reported procedure: To a stirred, cooled (-20° C.) solution of 3,3,3-trifluoro-2-hydroxy-2-methyl propanoic acid (1.42 g 9.0 mmol) in N,N-dimethylacetamide (13 mL) was rapidly added thionyl chloride (1.13 g, 9.5 mmol) and the mixture (a precipitate formed after a few minutes) stirred at -15° to -5° C. for 1 hour. 4-(2-Fluorophenylsulfonyl)benzenamine (1.51 g, 6.0 mmol) was then added in one portion and the mixture allowed to stir at room temperature overnight. The solution was poured into water, the cloudy solution...